This data is from the Open Reaction Database (ORD), a public repository of structured organic reaction records. The task is: describe an organic reaction: reactants, conditions, products, and yield Procedure: A mixture of 4-(4-fluorobenzoyl)piperidine (0.850 g, 3.4 mmol), Trans-[4-(2-Oxo-ethyl)-cyclohexyl]-carbamic acid tert-butyl ester (0.926 g, 4 mmol), in 1, 2 dichloroethane (10 mL) was stirred for 4 h at room temperature and sodium triacetoxyborohydride (1.33 g, 6 mmol) was added and the resulting solution was stirred for 12 hours until the TLC indicated completion of the reaction. The mixture was filtrated and concentrated to dryness and purified with column chromatography on silica gel using CH... Isolated yield 95.6%. As a reaction SMILES: [F:1][C:2]1[CH:15]=[CH:14][C:5]([C:6]([CH:8]2[CH2:13][CH2:12][NH:11][CH2:10][CH2:9]2)=[O:7])=[CH:4][CH:3]=1.[C:16]([O:20][C:21](=[O:32])[NH:22][C@H:23]1[CH2:28][CH2:27][C@H:26]([CH2:29][CH:30]=O)[CH2:25][CH2:24]1)([CH3:19])([CH3:18])[CH3:17].C(O[BH-](OC(=O)C)OC(=O)C)(=O)C.[Na+]>ClCCCl>[C:16]([O:20][C:21](=[O:32])[NH:22][C@H:23]1[CH2:24][CH2:25][C@H:26]([CH2:29][CH2:30][N:11]2[CH2:12][CH2:13][CH:8]([C:6](=[O:7])[C:5]3[CH:4]=[CH:3][C:2]([F:1])=[CH:15][CH:14]=3)[CH2:9][CH2:10]2)[CH2:27][CH2:28]1)([CH3:19])([CH3:18])[CH3:17] |f:2.3|. Yields the product C(C)(C)(C)OC(N[C@@H]1CC[C@H](CC1)CCN1CCC(CC1)C(C1=CC=C(C=C1)F)=O)=O (Trans-(4-{2-[4-(4-Fluoro-benzoyl)-piperidin-1-yl]-ethyl}-cyclohexyl)-carbamic acid tert-butyl ester). The solvent is ClCCCl (1, 2 dichloroethane). The reactants are FC1=CC=C(C(=O)C2CCNCC2)C=C1 (4-(4-fluorobenzoyl)piperidine), C(C)(C)(C)OC(N[C@@H]1CC[C@H](CC1)CC=O)=O (Trans-[4-(2-Oxo-ethyl)-cyclohexyl]-carbamic acid tert-butyl ester), C(C)(=O)O[BH-](OC(C)=O)OC(C)=O.[Na+] (sodium triacetoxyborohydride). Reaction conditions: time 12 hour.